Dataset: the Open Reaction Database (ORD), a public repository of structured organic reaction records. Task: describe an organic reaction: reactants, conditions, products, and yield The reactants are COC(=O)CCc1cn(C(c2ccccc2)(c2ccccc2)c2ccccc2)cn1, ClCCl, CC(C)C[AlH]CC(C)C, Cc1ccccc1. Product: O=CCCc1cn(C(c2ccccc2)(c2ccccc2)c2ccccc2)cn1. RXN SMILES: [C:10]([c:11]1[cH:12][cH:13][cH:14][cH:15][cH:16]1)([c:17]1[cH:18][cH:19][cH:20][cH:21][cH:22]1)([c:23]1[cH:24][cH:25][cH:26][cH:27][cH:28]1)[n:29]1[cH:30][n:31][c:32]([CH2:34][CH2:35][C:36](=[O:37])[O:38][CH3:39])[cH:33]1.[CH2:47]([Cl:48])[Cl:49].[CH3:1][CH:2]([CH2:3][AlH:4][CH2:5][CH:6]([CH3:7])[CH3:8])[CH3:9].[CH3:40][c:41]1[cH:42][cH:43][cH:44][cH:45][cH:46]1>>[C:10]([c:11]1[cH:12][cH:13][cH:14][cH:15][cH:16]1)([c:17]1[cH:18][cH:19][cH:20][cH:21][cH:22]1)([c:23]1[cH:24][cH:25][cH:26][cH:27][cH:28]1)[n:29]1[cH:30][n:31][c:32]([CH2:34][CH2:35][CH:36]=[O:37])[cH:33]1. Procedure details: Using 5 ml of Medium C described hereinbefore, the microorganisms indicated in Table 4 were cultured in the same manner as in Example 11. From 5 ml of each culture, the cells were centrifugally harvested, suspended in 0.5 ml of 100 mM phosphate buffer (pH 6.5) containing 0.05% of (5S)-6-benzoyloxy-5-hydroxy-3-oxohexanoic tert-butyl ester and 8% of glucose, and the reaction was carried out in the same manner. The results are shown in Table 4. Reaction SMILES: [C:1]([O:5][C:6](=[O:23])[CH2:7][C:8](=[O:22])[CH2:9][C@H:10]([OH:21])[CH2:11][O:12][C:13](=[O:20])[C:14]1[CH:19]=[CH:18][CH:17]=[CH:16][CH:15]=1)([CH3:4])([CH3:3])[CH3:2].O=C[C@@H]([C@H]([C@@H]([C@@H](CO)O)O)O)O>P([O-])([O-])([O-])=O>[C:1]([O:5][C:6](=[O:23])[CH2:7][C@H:8]([OH:22])[CH2:9][C@H:10]([OH:21])[CH2:11][O:12][C:13](=[O:20])[C:14]1[CH:15]=[CH:16][CH:17]=[CH:18][CH:19]=1)([CH3:4])([CH3:2])[CH3:3]. Run in P(=O)([O-])([O-])[O-] (phosphate). Product: C(C)(C)(C)OC(C[C@@H](C[C@@H](COC(C1=CC=CC=C1)=O)O)O)=O ((3R,5S)-6-benzoyloxy-3,5-dihydroxyhexanoic tert-butyl ester). The reactants are C(C)(C)(C)OC(CC(C[C@@H](COC(C1=CC=CC=C1)=O)O)=O)=O ((5S)-6-benzoyloxy-5-hydroxy-3-oxohexanoic tert-butyl ester), O=C[C@H](O)[C@@H](O)[C@H](O)[C@H](O)CO (glucose). Starting materials: CS(=O)C (dimethyl sulfoxide), [OH-].[NH4+] (ammonium hydroxide), [OH-].[Na+] (sodium hydroxide), C(C)C(C1=CC(=CC=C1)[N+](=O)[O-])O (α-ethyl-3-nitrobenzyl alcohol), CS(=O)C (dimethyl sulfoxide). Reagents/catalysts: [I-].C(CCC)[N+](CCCC)(CCCC)CCCC (tetrabutylammonium iodide). Run in C(C)OCC (diethyl ether), C(C)OCC (diethyl ether). Conditions: time 50 minute. Yields the product COC(CC)C1=CC(=CC=C1)[N+](=O)[O-] (1-(1-methoxyprop-1-yl)-3-nitrobenzene). RXN SMILES: [CH2:1]([CH:3]([OH:13])[C:4]1[CH:9]=[CH:8][CH:7]=[C:6]([N+:10]([O-:12])=[O:11])[CH:5]=1)[CH3:2].[OH-].[Na+].[CH3:16]S(C)=O.[OH-].[NH4+]>[I-].C([N+](CCCC)(CCCC)CCCC)CCC.C(OCC)C>[CH3:16][O:13][CH:3]([C:4]1[CH:9]=[CH:8][CH:7]=[C:6]([N+:10]([O-:12])=[O:11])[CH:5]=1)[CH2:1][CH3:2] |f:1.2,4.5,6.7|. Procedure details: A 500-milliliter flask equipped with a reflux condenser, an addition funnel and a magnetic stirring bar was charged with 31.6 grams (0.1749 mole) of α-ethyl-3-nitrobenzyl alcohol and 0.4 gram tetrabutylammonium iodide in 100 milliliters of diethyl ether. To this stirred mixture was added 36.4 grams (0.4546 mole) of 50 percent aqueous sodium hydroxide solution. Exothermic heating was observed. This mixture was vigorously stirred for 50 minutes, after which was added dropwise 26.6 grams (0.21 mole...